Dataset: the Open Reaction Database (ORD), a public repository of structured organic reaction records. Task: describe an organic reaction: reactants, conditions, products, and yield Starting materials: FC(C=CC(F)(F)F)(F)F (Hexafluoro-2-butene). Reagents/catalysts: O=[Cr]O[Cr]=O (chromia). Product: FC(\C=C/C(F)(F)F)(F)F (cis 1,1,1,4,4,4-hexafluoro-2-butene). As a reaction SMILES: [F:1][C:2]([F:10])([F:9])[CH:3]=[CH:4][C:5]([F:8])([F:7])[F:6]>O=[Cr]O[Cr]=O>[F:1][C:2]([F:10])([F:9])/[CH:3]=[CH:4]\[C:5]([F:8])([F:7])[F:6]. Procedure: Hexafluoro-2-butene was passed over at a flow rate of 12 g/h over 20 cc of fluorinated chromia catalyst in a Monel tube reactor (0.5 inch×14 inch) at 250° C. The reactants are ON(C(=O)N(C)C(=O)OCC)C(C)C1=C(SC(=C1)C)C (N-hydroxy-N-(1-(2,5-dimethylthien-3-yl)ethyl)-N'-methylethoxycarbonyl urea), [BH4-].[Li+] (lithium borohydride), C1CCOC1 (THF), C1CCOC1 (THF). Run at time 8 hour. Product: ON(C(=O)NCCO)C(C)C1=C(SC(=C1)C)C (N-hydroxy-N-(1-(2,5-dimethylthien-3-yl)ethyl)-N'-(2-hydroxyethyl) urea). Reaction SMILES: [OH:1][N:2]([CH:12]([C:14]1[CH:18]=[C:17]([CH3:19])[S:16][C:15]=1[CH3:20])[CH3:13])[C:3]([N:5]([C:7](OCC)=O)C)=[O:4].[BH4-].[Li+].C1C[O:26][CH2:25]C1>>[OH:1][N:2]([CH:12]([C:14]1[CH:18]=[C:17]([CH3:19])[S:16][C:15]=1[CH3:20])[CH3:13])[C:3]([NH:5][CH2:7][CH2:25][OH:26])=[O:4] |f:1.2|. Procedure details: To a stirred solution of ester from Example 59 (1.84 g, 6.13 mmol) in dry THF (15 mL) was added 2M lithium borohydride in THF (5.0 mL, 10.0 mmol) dropwise under nitrogen. The solution was stirred overnight, then quenched by the dropwise addition of methanol (25 mL) and stirred 4 h. The reaction was concentrated, poured into 10% aqueous citric acid (100 mL), and extracted with ethyl acetate (3×100 mL). The combined organic extract was dried over MgSO4 and concentrated. The resulting residue was p... The reactants are F[B-](F)(F)F.C1(=CC=CC=C1)[PH+](C1=CC=CC=C1)C1=CC=CC=C1 (triphenylphosphonium tetrafluoroborate), C(OC)(OC)=O (dimethyl carbonate). Product: F[B-](F)(F)F.C[P+](C1=CC=CC=C1)(C1=CC=CC=C1)C1=CC=CC=C1 (methyl triphenyl phosphonium tetrafluoroborate). RXN SMILES: [F:1][B-:2]([F:5])([F:4])[F:3].[C:6]1([PH+:12]([C:19]2[CH:24]=[CH:23][CH:22]=[CH:21][CH:20]=2)[C:13]2[CH:18]=[CH:17][CH:16]=[CH:15][CH:14]=2)[CH:11]=[CH:10][CH:9]=[CH:8][CH:7]=1.[C:25](=O)(OC)OC>>[F:1][B-:2]([F:5])([F:4])[F:3].[CH3:25][P+:12]([C:6]1[CH:7]=[CH:8][CH:9]=[CH:10][CH:11]=1)([C:13]1[CH:18]=[CH:17][CH:16]=[CH:15][CH:14]=1)[C:19]1[CH:20]=[CH:21][CH:22]=[CH:23][CH:24]=1 |f:0.1,3.4|. Reported procedure: In a reactor wherein air was replaced by N2, 300.0 g of (1.1 mol) triphenyl phosphine and 500 mL of methanol were added and cooled to 10° C. by a ice-bath. 250.8 g (1.1 mol) of fluoroboric acid aqueous solution (40 wt %) was then added dropwise under strong stirring. After one hour of reaction, the reaction temperature was increased to about 50° C., and the unreacted materials as well as the solvents, including water and methanol, were removed by distillation under vacuum to obtain triphenylphos...